This data is from the Open Reaction Database (ORD), a public repository of structured organic reaction records. The task is: describe an organic reaction: reactants, conditions, products, and yield Reactants: O1C(=NC2=C1C=CC=C2)N2[C@@H](CCCC2)C(=O)N[C@@H]2CNCC2 ((2S)-1-(1,3-benzoxazol-2-yl)-N2-[(3S)-pyrrolidin-3-yl]-2-piperidinecarboxamide), BrCC(=O)N (2-bromoacetamide). Product: N (ammonia), NC(=O)CN1C[C@H](CC1)NC(=O)[C@H]1N(CCCC1)C=1OC2=C(N1)C=CC=C2 ((2S)-N2-[(3S)-1-((aminocarbonyl)methyl)pyrrolidin-3-yl]-1-(1,3-benzoxazol-2-yl)-2-piperidinecarboxamide). As a reaction SMILES: [O:1]1[C:5]2[CH:6]=[CH:7][CH:8]=[CH:9][C:4]=2[N:3]=[C:2]1[N:10]1[CH2:15][CH2:14][CH2:13][CH2:12][C@H:11]1[C:16]([NH:18][C@H:19]1[CH2:23][CH2:22][NH:21][CH2:20]1)=[O:17].Br[CH2:25][C:26]([NH2:28])=[O:27]>>[NH3:3].[NH2:28][C:26]([CH2:25][N:21]1[CH2:22][CH2:23][C@H:19]([NH:18][C:16]([C@@H:11]2[CH2:12][CH2:13][CH2:14][CH2:15][N:10]2[C:2]2[O:1][C:5]3[CH:6]=[CH:7][CH:8]=[CH:9][C:4]=3[N:3]=2)=[O:17])[CH2:20]1)=[O:27]. Procedure details: The title compound was prepared by a similar method to Example 5 from (2S)-1-(1,3-benzoxazol-2-yl)-N2-[(3S)-pyrrolidin-3-yl]-2-piperidinecarboxamide [see Example 4] and 2-bromoacetamide. The crude product was purified by column chromatography on silica gel eluting with a solvent gradient of 93:7:1, changing to 90:10:1, by volume, dichloromethane:methanol: 0.88 aqueous ammonia solution to afford (2S)-N2-[(3S)-1-((aminocarbonyl)methyl)pyrrolidin-3-yl]-1-(1,3-benzoxazol-2-yl)-2-piperidinecarboxamid... Reactants: CCOC(C)=O, CCOC(=O)CCC(CO)NC(=O)OC(C)(C)C, CS(C)=O, CCN(C(C)C)C(C)C, O, O=S(=O)=O, c1ccncc1. Product: CCOC(=O)CCC(C=O)NC(=O)OC(C)(C)C. RXN SMILES: [C:39]([O:40][CH2:41][CH3:42])(=[O:43])[CH3:44].[CH2:1]([CH3:2])[O:3][C:4]([CH2:5][CH2:6][CH:7]([CH2:8][OH:9])[NH:10][C:11](=[O:12])[O:13][C:14]([CH3:15])([CH3:16])[CH3:17])=[O:18].[CH3:45][S:46]([CH3:47])=[O:48].[CH:19]([N:20]([CH:21]([CH3:22])[CH3:23])[CH2:24][CH3:25])([CH3:26])[CH3:27].[OH2:38].[S:34](=[O:35])(=[O:36])=[O:37].[n:28]1[cH:29][cH:30][cH:31][cH:32][cH:33]1>>[CH2:1]([CH3:2])[O:3][C:4]([CH2:5][CH2:6][CH:7]([CH:8]=[O:9])[NH:10][C:11](=[O:12])[O:13][C:14]([CH3:15])([CH3:16])[CH3:17])=[O:18]. Starting materials: CC1CCNCC1, ClC(Cl)Cl, [Cl-], Fc1cc(F)c(-c2c(Cl)nc3nccn3c2Cl)c(F)c1, [NH4+]. The product is CC1CCN(c2c(-c3c(F)cc(F)cc3F)c(Cl)nc3nccn23)CC1. RXN SMILES: [CH3:21][CH:22]1[CH2:23][CH2:24][NH:25][CH2:26][CH2:27]1.[CH:30]([Cl:31])([Cl:32])[Cl:33].[Cl-:28].[Cl:1][c:2]1[c:3](-[c:12]2[c:13]([F:20])[cH:14][c:15]([F:19])[cH:16][c:17]2[F:18])[c:4]([Cl:11])[n:5][c:6]2[n:7]1[cH:8][cH:9][n:10]2.[NH4+:29]>>[c:2]1([N:25]2[CH2:24][CH2:23][CH:22]([CH3:21])[CH2:27][CH2:26]2)[c:3](-[c:12]2[c:13]([F:20])[cH:14][c:15]([F:19])[cH:16][c:17]2[F:18])[c:4]([Cl:11])[n:5][c:6]2[n:7]1[cH:8][cH:9][n:10]2. Starting materials: NC1=C(C=C(C=C1)CC(C(=O)N1CCC(CC1)C)NS(=O)(=O)C1=CC2=CC=CC=C2C=C1)[N+](=O)[O-] (N-[1-((4-amino-3-nitro-phenyl)-methyl)-2-(4-methyl-piperidin-1-yl)-2-oxo-ethyl]-naphthalene-2sulphonamide), C(=O)O (formic acid). Reagents/catalysts: [Pd] (palladium/charcoal). The product is N1C=NC2=C1C=CC(=C2)CC(C(=O)N2CCC(CC2)C)NS(=O)(=O)C2=CC1=CC=CC=C1C=C2 (N-[1-(1H-Benzimidazol-5-yl-methyl)-2-(4-methyl-piperidin-1-yl)-2-oxo-ethyl]-naphthalene-2-sulphonamide). RXN SMILES: [NH2:1][C:2]1[CH:7]=[CH:6][C:5]([CH2:8][CH:9]([NH:19][S:20]([C:23]2[CH:32]=[CH:31][C:30]3[C:25](=[CH:26][CH:27]=[CH:28][CH:29]=3)[CH:24]=2)(=[O:22])=[O:21])[C:10]([N:12]2[CH2:17][CH2:16][CH:15]([CH3:18])[CH2:14][CH2:13]2)=[O:11])=[CH:4][C:3]=1[N+:33]([O-])=O.[CH:36](O)=O>[Pd]>[NH:1]1[C:2]2[CH:7]=[CH:6][C:5]([CH2:8][CH:9]([NH:19][S:20]([C:23]3[CH:32]=[CH:31][C:30]4[C:25](=[CH:26][CH:27]=[CH:28][CH:29]=4)[CH:24]=3)(=[O:22])=[O:21])[C:10]([N:12]3[CH2:17][CH2:16][CH:15]([CH3:18])[CH2:14][CH2:13]3)=[O:11])=[CH:4][C:3]=2[N:33]=[CH:36]1. Procedure details: Prepared from N-[1-((4-amino-3-nitro-phenyl)-methyl)-2-(4-methyl-piperidin-1-yl)-2-oxo-ethyl]-naphthalene-2sulphonamide and cyclising with formic acid in the presence of palladium/charcoal analogously to Example 1. Starting materials: O=C([O-])[O-], CC(C)(C)C(=O)CC(=O)C(C)(C)C, CN1CCCC1=O, O=C(NCCc1ccc(Cl)cc1)c1ccc(I)cc1, [Cs+], [Cs+], COC(=O)Cc1ccc(O)c(OC)c1. The product is COC(=O)Cc1ccc(Oc2ccc(C(=O)NCCc3ccc(Cl)cc3)cc2)c(OC)c1. RXN SMILES: [C:47](=[O:48])([O-:49])[O-:50].[CH3:34][C:35]([CH3:36])([C:37](=[O:38])[CH2:39][C:40](=[O:41])[C:42]([CH3:43])([CH3:44])[CH3:45])[CH3:46].[CH3:53][N:54]1[CH2:55][CH2:56][CH2:57][C:58]1=[O:59].[Cl:15][c:16]1[cH:17][cH:18][c:19]([CH2:20][CH2:21][NH:22][C:23]([c:24]2[cH:25][cH:26][c:27]([I:30])[cH:28][cH:29]2)=[O:31])[cH:32][cH:33]1.[Cs+:51].[Cs+:52].[OH:1][c:2]1[c:3]([O:13][CH3:14])[cH:4][c:5]([CH2:8][C:9](=[O:10])[O:11][CH3:12])[cH:6][cH:7]1>>[O:1]([c:2]1[c:3]([O:13][CH3:14])[cH:4][c:5]([CH2:8][C:9](=[O:10])[O:11][CH3:12])[cH:6][cH:7]1)[c:27]1[cH:26][cH:25][c:24]([C:23]([NH:22][CH2:21][CH2:20][c:19]2[cH:18][cH:17][c:16]([Cl:15])[cH:33][cH:32]2)=[O:31])[cH:29][cH:28]1. Starting materials: O=C1c2ccccc2C(=O)N1Cc1ccc(C2=NCC(c3cc(Cl)cc(Cl)c3)(C(F)(F)F)C2)cc1Br, CCO, NN, O. Yields the product NCc1ccc(C2=NCC(c3cc(Cl)cc(Cl)c3)(C(F)(F)F)C2)cc1Br. As a reaction SMILES: [Br:1][c:2]1[c:3]([CH2:25][N:26]2[C:27](=[O:28])[c:29]3[cH:30][cH:31][cH:32][cH:33][c:34]3[C:35]2=[O:36])[cH:4][cH:5][c:6]([C:8]2=[N:9][CH2:10][C:11]([C:13]([F:14])([F:15])[F:16])([c:17]3[cH:18][c:19]([Cl:24])[cH:20][c:21]([Cl:23])[cH:22]3)[CH2:12]2)[cH:7]1.[CH3:40][CH2:41][OH:42].[NH2:38][NH2:39].[OH2:37]>>[Br:1][c:2]1[c:3]([CH2:25][NH2:26])[cH:4][cH:5][c:6]([C:8]2=[N:9][CH2:10][C:11]([C:13]([F:14])([F:15])[F:16])([c:17]3[cH:18][c:19]([Cl:24])[cH:20][c:21]([Cl:23])[cH:22]3)[CH2:12]2)[cH:7]1.